Dataset: the Open Reaction Database (ORD), a public repository of structured organic reaction records. Task: describe an organic reaction: reactants, conditions, products, and yield Starting materials: CCC(NC(=O)c1cncc2c1cnn2-c1ccc(F)cc1)C1CCCN(C(=O)OC(C)(C)C)C1, ClCCl, O=C(O)C(F)(F)F. The product is CCC(NC(=O)c1cncc2c1cnn2-c1ccc(F)cc1)C1CCCNC1. RXN SMILES: [C:1]([O:2][C:3](=[O:4])[N:8]1[CH2:9][CH:10]([CH:14]([CH2:15][CH3:16])[NH:17][C:18](=[O:19])[c:20]2[c:21]3[c:22]([cH:23][n:24][cH:25]2)[n:26](-[c:29]2[cH:30][cH:31][c:32]([F:35])[cH:33][cH:34]2)[n:27][cH:28]3)[CH2:11][CH2:12][CH2:13]1)([CH3:5])([CH3:6])[CH3:7].[Cl:43][CH2:44][Cl:45].[OH:36][C:37]([C:38]([F:39])([F:40])[F:41])=[O:42]>>[NH:8]1[CH2:9][CH:10]([CH:14]([CH2:15][CH3:16])[NH:17][C:18](=[O:19])[c:20]2[c:21]3[c:22]([cH:23][n:24][cH:25]2)[n:26](-[c:29]2[cH:30][cH:31][c:32]([F:35])[cH:33][cH:34]2)[n:27][cH:28]3)[CH2:11][CH2:12][CH2:13]1.